This data is from the Open Reaction Database (ORD), a public repository of structured organic reaction records. The task is: describe an organic reaction: reactants, conditions, products, and yield Starting materials: CCCSc1nc(N2CCCC(CC(=O)OC)C2)ccc1C(=O)NC12CC3CC(CC(C3)C1)C2, C1CCOC1, CO, CCOC(C)=O, Cl, [Li+], [OH-], O. The product is CCCSc1nc(N2CCCC(CC(=O)O)C2)ccc1C(=O)NC12CC3CC(CC(C3)C1)C2. Reaction SMILES: [C:3]12([NH:13][C:14](=[O:15])[c:16]3[cH:17][cH:18][c:19]([N:26]4[CH2:27][CH:28]([CH2:32][C:33](=[O:34])[O:35][CH3:36])[CH2:29][CH2:30][CH2:31]4)[n:20][c:21]3[S:22][CH2:23][CH2:24][CH3:25])[CH2:4][CH:5]3[CH2:6][CH:7]([CH2:8][CH:9]([CH2:10]1)[CH2:11]3)[CH2:12]2.[CH2:41]1[O:42][CH2:43][CH2:44][CH2:45]1.[CH3:39][OH:40].[CH3:46][CH2:47][O:48][C:49]([CH3:50])=[O:51].[ClH:37].[Li+:1].[OH-:2].[OH2:38]>>[C:3]12([NH:13][C:14](=[O:15])[c:16]3[cH:17][cH:18][c:19]([N:26]4[CH2:27][CH:28]([CH2:32][C:33](=[O:34])[OH:35])[CH2:29][CH2:30][CH2:31]4)[n:20][c:21]3[S:22][CH2:23][CH2:24][CH3:25])[CH2:4][CH:5]3[CH2:6][CH:7]([CH2:8][CH:9]([CH2:10]1)[CH2:11]3)[CH2:12]2. As a reaction SMILES: [Cl-].[Al+3].[Cl-].[Cl-].[Cl:5][C:6]1[CH:11]=[CH:10][CH:9]=[CH:8][C:7]=1[OH:12].[C:13]1(=[O:19])[O:18][C:16](=[O:17])[CH2:15][CH2:14]1.[CH:20](Cl)(Cl)C(Cl)Cl>Cl>[Cl:5][C:6]1[C:7]([OH:12])=[C:8]([CH:9]=[CH:10][CH:11]=1)[C:16]([CH2:15][CH2:14][C:13]([O:18][CH3:20])=[O:19])=[O:17].[Cl:5][C:6]1[CH:11]=[C:10]([CH:9]=[CH:8][C:7]=1[OH:12])[C:16]([CH2:15][CH2:14][C:13]([O:18][CH3:20])=[O:19])=[O:17] |f:0.1.2.3|. The product is ClC=1C(=C(C(=O)CCC(=O)OC)C=CC1)O (methyl 3-(3-chloro-2-hydroxybenzoyl)propionate), ClC=1C=C(C(=O)CCC(=O)OC)C=CC1O (methyl 3-(3-chloro-4-hydroxybenzoyl)propionate). Run in Cl (hydrochloric acid). Procedure details: Aluminium chloride powder (66.75 g, 0.5 mole) was added during one hour to a stirred mixture of dry 2-chlorophenol (27.3 g, 0.22 mole), powdered succinic anhydride (20 g, 0.2 mole) and dry sym-tetrachlorethane (150 ml) while the temperature was allowed to rise from 20°C to 40°C. The resultant mixture was heated in an oil bath at 135°C for 2 hours, then cooled in ice and hydrolysed with cold 10% hydrochloric acid solution (100 ml). Tetrachloroethane was removed by steam distillation and the aqueo... The reactants are [Cl-].[Al+3].[Cl-].[Cl-] (Aluminium chloride), ClC1=C(C=CC=C1)O (2-chlorophenol), C1(CCC(=O)O1)=O (succinic anhydride), C(C(Cl)Cl)(Cl)Cl (sym-tetrachlorethane), 3-(3-chloro-4-hydroxybenzoyl)propionic acids, resultant mixture. Reported procedure: A mixture of 2-methyl-1-(2-piperidino)phenyl]-2-thiopseudourea hydroiodide (7.5 g prepared as described in Preparative Procedure G), 2-methoxyethylamine (2 ml) and ethanol (40 ml was stirred at ambient temperature for 20 days. Removal of the solvent gave a residue which was dissolved in methanol and treated with fumaric acid to give 1-(2-methoxyethyl)-2-(2-piperidinophenyl)guanidine hemifumarate (m.p. 218°-220° C.) which was recrystallised from a 1:2 mixture of methanol and ether. Run in CO (methanol). Starting materials: I.CSC(NC1=C(C=CC=C1)N1CCCCC1)=N (2-methyl-1-(2-piperidinophenyl)-2-thiopseudourea hydroiodide), COCCN (2-methoxyethylamine), C(C)O (ethanol), C(\C=C\C(=O)O)(=O)O (fumaric acid). Run at time 20 day. The product is C(\C=C\C(=O)O)(=O)O.COCCNC(=NC1=C(C=CC=C1)N1CCCCC1)N.COCCNC(=NC1=C(C=CC=C1)N1CCCCC1)N (1-(2-methoxyethyl)-2-(2-piperidinophenyl)guanidine hemifumarate). As a reaction SMILES: I.CS[C:4](=[NH:18])[NH:5][C:6]1[CH:11]=[CH:10][CH:9]=[CH:8][C:7]=1[N:12]1[CH2:17][CH2:16][CH2:15][CH2:14][CH2:13]1.[CH3:19][O:20][CH2:21][CH2:22][NH2:23].C(O)C.[C:27]([OH:34])(=[O:33])/[CH:28]=[CH:29]/[C:30]([OH:32])=[O:31]>CO>[C:27]([OH:34])(=[O:33])/[CH:28]=[CH:29]/[C:30]([OH:32])=[O:31].[CH3:19][O:20][CH2:21][CH2:22][NH:23][C:4]([NH2:18])=[N:5][C:6]1[CH:11]=[CH:10][CH:9]=[CH:8][C:7]=1[N:12]1[CH2:17][CH2:16][CH2:15][CH2:14][CH2:13]1.[CH3:19][O:20][CH2:21][CH2:22][NH:23][C:4]([NH2:18])=[N:5][C:6]1[CH:11]=[CH:10][CH:9]=[CH:8][C:7]=1[N:12]1[CH2:17][CH2:16][CH2:15][CH2:14][CH2:13]1 |f:0.1,6.7.8|. Reactants: Cc1ccsc1C(=O)O, NCC(=O)NC(c1cccc(F)c1)c1cccc(F)c1. Yields the product Cc1ccsc1C(=O)NCC(=O)NC(c1cccc(F)c1)c1cccc(F)c1. As a reaction SMILES: [CH3:21][c:22]1[c:23]([C:27](=[O:28])[OH:29])[s:24][cH:25][cH:26]1.[NH2:1][CH2:2][C:3](=[O:4])[NH:5][CH:6]([c:7]1[cH:8][c:9]([F:13])[cH:10][cH:11][cH:12]1)[c:14]1[cH:15][c:16]([F:20])[cH:17][cH:18][cH:19]1>>[NH:1]([CH2:2][C:3](=[O:4])[NH:5][CH:6]([c:7]1[cH:8][c:9]([F:13])[cH:10][cH:11][cH:12]1)[c:14]1[cH:15][c:16]([F:20])[cH:17][cH:18][cH:19]1)[C:27]([c:23]1[c:22]([CH3:21])[cH:26][cH:25][s:24]1)=[O:28]. The reactants are Cl.Cl.N1(C=NC=C1)C=1C=C(C=CC1)C=1OC2=C(C(C1OCC1=CC=CC=C1)=O)C=C(C=C2)NC(C)=N ((3-(imidazol-1-yl)-phenyl]-3-benzyloxy-6-[(1-iminoethyl)amino]-4H-1-benzopyran-4-one dihydrochloride), C(Cl)(Cl)Cl.CO.N (Chloroform Methanol Ammonia). The yield is 90.0%. As a reaction SMILES: [ClH:1].Cl.[N:3]1([C:8]2[CH:9]=[C:10]([C:14]3[O:15][C:16]4[CH:32]=[CH:31][C:30]([NH:33][C:34](=[NH:36])[CH3:35])=[CH:29][C:17]=4[C:18](=[O:28])[C:19]=3[O:20]CC3C=CC=CC=3)[CH:11]=[CH:12][CH:13]=2)[CH:7]=[CH:6][N:5]=[CH:4]1.C(Cl)(Cl)[Cl:38].CO.N>>[ClH:38].[ClH:1].[N:3]1([C:8]2[CH:9]=[C:10]([C:14]3[O:15][C:16]4[CH:32]=[CH:31][C:30]([NH:33][C:34](=[NH:36])[CH3:35])=[CH:29][C:17]=4[C:18](=[O:28])[C:19]=3[OH:20])[CH:11]=[CH:12][CH:13]=2)[CH:7]=[CH:6][N:5]=[CH:4]1 |f:0.1.2,3.4.5,6.7.8|. Reported procedure: Prepared analogously to Example 5, starting from 2-[(3-(imidazol-1-yl)-phenyl]-3-benzyloxy-6-[(1-iminoethyl)amino]-4H-1-benzopyran-4-one dihydrochloride. Yield: 90%; m.p.: 281.0-281.5° C. TLC (80/20/2 Chloroform/Methanol/Ammonia) Rf: 0.32; Elem. anal.: C20H16N4O3.2HCl, Theory: C, 55.44; H, 4.19; N, 12.93. Found: C, 53.05; H, 4.34; N, 12.18. 1H-NMR (d6-DMSO): 11.83 (s broad, 1H), 10.30 (s, 1H), 9.75 (m, 2H), 8.73 (s broad, 1H), 8.46 (m, 2H), 8.38 (m, 1H), 8.07-7.75 (m, 6H), 2.41 (s, 3H). Yields the product Cl.Cl.N1(C=NC=C1)C=1C=C(C=CC1)C=1OC2=C(C(C1O)=O)C=C(C=C2)NC(C)=N ((3-(imidazol-1-yl)-phenyl]-3-hydroxy-6-[(1-iminoethyl)amino]-4H-1-benzopyran-4-one dihydrochloride). Starting materials: ClCC1=CC=C(C=C1)NC(=O)C=1CCOC2=C(C1)C=C(C=C2)C2=CC=C(C=C2)C (N-(4-chloromethylphenyl)-7-(4-methylphenyl)-2,3-dihydro-1-benzoxepine-4-carboxamide), NC1=CC=CC=C1 (aniline). Run in CN(C=O)C (dimethylformamide). Yields the product C1(=CC=CC=C1)NCC1=CC=C(C=C1)NC(=O)C=1CCOC2=C(C1)C=C(C=C2)C2=CC=C(C=C2)C (N-(4-((phenylamino)methyl)-phenyl)-7-(4-methylphenyl)-2,3-dihydro-1-benzoxepine-4-carboxamide). Reaction SMILES: Cl[CH2:2][C:3]1[CH:8]=[CH:7][C:6]([NH:9][C:10]([C:12]2[CH2:13][CH2:14][O:15][C:16]3[CH:22]=[CH:21][C:20]([C:23]4[CH:28]=[CH:27][C:26]([CH3:29])=[CH:25][CH:24]=4)=[CH:19][C:17]=3[CH:18]=2)=[O:11])=[CH:5][CH:4]=1.[NH2:30][C:31]1[CH:36]=[CH:35][CH:34]=[CH:33][CH:32]=1>CN(C)C=O>[C:31]1([NH:30][CH2:2][C:3]2[CH:8]=[CH:7][C:6]([NH:9][C:10]([C:12]3[CH2:13][CH2:14][O:15][C:16]4[CH:22]=[CH:21][C:20]([C:23]5[CH:28]=[CH:27][C:26]([CH3:29])=[CH:25][CH:24]=5)=[CH:19][C:17]=4[CH:18]=3)=[O:11])=[CH:5][CH:4]=2)[CH:36]=[CH:35][CH:34]=[CH:33][CH:32]=1. Reported procedure: A solution of N-(4-chloromethylphenyl)-7-(4-methylphenyl)-2,3-dihydro-1-benzoxepine-4-carboxamide (0.15g) and aniline (0.1ml) in dimethylformamide (10ml) was stirred at room temperature over night. The solvent was evaporated, and to the residue was added water. The mixture was extracted with ethyl acetate. The organic layer was washed with water and saturated sodium chloride solution, and dried with anhydrous magnesium sulfate. Under reduced pressure, the solvent was evaporated, and the residue ...